Task: describe an organic reaction: reactants, conditions, products, and yield. Dataset: the Open Reaction Database (ORD), a public repository of structured organic reaction records Starting materials: ClC1=CC(=C(NC2=CC=NC3=CC(=C(C=C23)OC)O)C=C1)F (4-(4-chloro-2-fluoroanilino)-7-hydroxy-6-methoxyquinoline), C([O-])([O-])=O.[K+].[K+] (potassium carbonate), BrCCO (2-bromoethanol). Solvent: CN(C)C=O (DMF), O (water). Run at temperature 80 celsius. Yields the product ClC1=CC(=C(NC2=CC=NC3=CC(=C(C=C23)OC)OCCO)C=C1)F (4-(4-chloro-2-fluoroanilino)-7-(2-hydroxyethoxy)-6-methoxyquinoline). Yield: 25.9%. Reaction SMILES: [Cl:1][C:2]1[CH:21]=[CH:20][C:5]([NH:6][C:7]2[C:16]3[C:11](=[CH:12][C:13]([OH:19])=[C:14]([O:17][CH3:18])[CH:15]=3)[N:10]=[CH:9][CH:8]=2)=[C:4]([F:22])[CH:3]=1.C(=O)([O-])[O-].[K+].[K+].Br[CH2:30][CH2:31][OH:32]>CN(C=O)C.O>[Cl:1][C:2]1[CH:21]=[CH:20][C:5]([NH:6][C:7]2[C:16]3[C:11](=[CH:12][C:13]([O:19][CH2:30][CH2:31][OH:32])=[C:14]([O:17][CH3:18])[CH:15]=3)[N:10]=[CH:9][CH:8]=2)=[C:4]([F:22])[CH:3]=1 |f:1.2.3|. Reported procedure: A mixture of 4-(4-chloro-2-fluoroanilino)-7-hydroxy-6-methoxyquinoline (500 mg, 1.7 mmol), potassium carbonate (232 mg, 1.7 mmol) and 2-bromoethanol (1181l, 1.7 mmol) in DMF (15 ml) was heated at 80° C. for 5 hours. The mixture was allowed to cool, was diluted with water and extracted with ethyl acetate. The combined extracts were washed with water, dried (MgSO4) and the solvent removed by evaporation. The residue was purified by column chromatography eluting with methylene chloride/methanol (10... Product: N#CC(C(=O)OCCO)=C(c1ccccc1)c1ccccc1. Starting materials: CC(=O)OCCOC(=O)C(C#N)=C(c1ccccc1)c1ccccc1, CO, Cl. Reaction SMILES: [C:1](#[N:2])[C:3]([C:4](=[O:5])[O:6][CH2:7][CH2:8][O:9][C:10](=[O:11])[CH3:12])=[C:13]([c:14]1[cH:15][cH:16][cH:17][cH:18][cH:19]1)[c:20]1[cH:21][cH:22][cH:23][cH:24][cH:25]1.[CH3:27][OH:28].[ClH:26]>>[C:1](#[N:2])[C:3]([C:4](=[O:5])[O:6][CH2:7][CH2:8][OH:9])=[C:13]([c:14]1[cH:15][cH:16][cH:17][cH:18][cH:19]1)[c:20]1[cH:21][cH:22][cH:23][cH:24][cH:25]1. Reactants: O=C(O)Cc1ccc2c(c1)C(=O)c1ccccc1CO2, Nc1ccc2c(c1)OCCO2. Reagents/catalysts: C1CCN(C1)[P+](N2CCCC2)(N3CCCC3)Cl.F[P-](F)(F)(F)(F)F (PyCloP), CCN(C(C)C)C(C)C (DIPEA). Run in CN(C)C=O (DMF), CN(C)C=O (DMF), CN(C)C=O (DMF), CN(C)C=O (DMF), CN(C)C=O (DMF), CN(C)C=O (DMF). Run at temperature 25 celsius, time 2 hour. Product: O=C(Cc1ccc2c(c1)C(=O)c1ccccc1CO2)Nc1ccc2c(c1)OCCO2. Isolated yield 0.4%. RXN SMILES: Nc1ccc2c(c1)OCCO2.O=C(O)Cc1ccc2c(c1)C(=O)c1ccccc1CO2.C1CCN(C1)[P+](N2CCCC2)(N3CCCC3)Cl.F[P-](F)(F)(F)(F)F.CCN(C(C)C)C(C)C.CN(C)C=O>>O=C(Cc1ccc2c(c1)C(=O)c1ccccc1CO2)Nc1ccc2c(c1)OCCO2. Starting materials: C[C@H]1CNCC[C@@H]1OC(C(C)(C)C)=O (2,2-Dimethyl-propionic acid (3S,4S)-3-methyl-piperidin-4-yl ester), C[C@H]1OC1 ((R)-2-Methyl-oxirane). Run in C(C)O (ethanol). The product is O[C@@H](CN1C[C@@H]([C@H](CC1)OC(C(C)(C)C)=O)C)C (2,2-Dimethyl-propionic acid (3S,4S)-1-((R)-2-hydroxy-propyl)-3-methyl-piperidin-4-yl ester). RXN SMILES: [CH3:1][C@@H:2]1[C@@H:7]([O:8][C:9](=[O:14])[C:10]([CH3:13])([CH3:12])[CH3:11])[CH2:6][CH2:5][NH:4][CH2:3]1.[CH3:15][C@@H:16]1[CH2:18][O:17]1>C(O)C>[OH:17][C@H:16]([CH3:18])[CH2:15][N:4]1[CH2:5][CH2:6][C@H:7]([O:8][C:9](=[O:14])[C:10]([CH3:13])([CH3:12])[CH3:11])[C@@H:2]([CH3:1])[CH2:3]1. Procedure details: A solution of piperidine 17 (2 g, 10.8 mmol) and (R)-2-Methyl-oxirane (3.78 ml, 54 mmol) in 2 ml of ethanol is stirred for 24 hours in a closed flask. The solvent is evaporated and the residue distilled in a Kugelrohr apparatus (0.08 mbar, 75-90 C). Starting materials: CO, COC(=O)c1ccc2c(c1)CC(=O)N2, [Na+], [OH-]. The product is O=C1Cc2cc(C(=O)O)ccc2N1. Reaction SMILES: [CH3:17][OH:18].[CH3:1][O:2][C:3](=[O:4])[c:5]1[cH:6][c:7]2[c:11]([cH:12][cH:13]1)[NH:10][C:9](=[O:14])[CH2:8]2.[Na+:16].[OH-:15]>>[O:2]=[C:3]([OH:4])[c:5]1[cH:6][c:7]2[c:11]([cH:12][cH:13]1)[NH:10][C:9](=[O:14])[CH2:8]2. Starting materials: CC=1C(=C(SC1)C(=O)C=1SC=C(C1C)C)C (methyl 3-methyl-2-thienylketone), BrN1C(CCC1=O)=O (N-bromosuccinimide), CC(C)(C#N)N=NC(C)(C)C#N (α,α-azobisisobutyronitrile). Solvent: C(Cl)(Cl)(Cl)Cl (carbon tetrachloride). Run at time 4 hour. Yields the product BrCC1=C(SC=C1)C(=O)C (Methyl 3-Bromomethyl-2-thienyl ketone). The yield is 73.0%. Reaction SMILES: C[C:2]1[C:3]([CH3:16])=[C:4]([C:7]([C:9]2SC=C(C)C=2C)=[O:8])[S:5][CH:6]=1.[Br:17]N1C(=O)CCC1=O.CC(N=NC(C#N)(C)C)(C#N)C>C(Cl)(Cl)(Cl)Cl>[Br:17][CH2:16][C:3]1[CH:2]=[CH:6][S:5][C:4]=1[C:7]([CH3:9])=[O:8]. Reported procedure: A mixture of methyl 3-methyl-2-thienylketone (14 g., 0.10 mole), N-bromosuccinimide (18 g., 0.10 mole), α,α-azobisisobutyronitrile (AIBN, 0.3 g.), and carbon tetrachloride (300 ml.) was heated cautiously to reflux under a nitrogen atmosphere. After stirring 4 hours at reflux, the mixture was cooled, filtered to remove succinimide, washed first with sodium bicarbonate solution, then with saturated sodium chloride solution and dried over anhydrous magnesium sulfate. The solvent was evaporated at r...